This data is from the Open Reaction Database (ORD), a public repository of structured organic reaction records. The task is: describe an organic reaction: reactants, conditions, products, and yield Starting materials: C(C)(C)OC(C)C (diisopropyl ether), C(C1=CC=CC=C1)(C1=CC=CC=C1)OC(=O)CON=C(C(=O)NC1[C@@H]2N(C(=C(CS2)CSC)C(=O)OC(C2=CC=CC=C2)C2=CC=CC=C2)C1=O)C=1N=C(SC1)NC(C(F)(F)F)=O (benzhydryl 7-[2-benzhydryloxycarbonylmethoxyimino-2-{2-(2,2,2-trifluoroacetamido)thiazol-4-yl}acetamido]-3-methylthiomethyl-3-cephem-4-carboxylate), C1(=CC=CC=C1)OC (anisole), FC(C(=O)O)(F)F (trifluoroacetic acid). The solvent is petroleum ether, C(Cl)Cl (methylene chloride). Reaction conditions: time 1.5 hour. The product is C(=O)(O)CON=C(C(=O)NC1[C@@H]2N(C(=C(CS2)CSC)C(=O)O)C1=O)C=1N=C(SC1)NC(C(F)(F)F)=O (7-[2-carboxymethoxyimino-2-{2-(2,2,2-trifluoroacetamido)thiazol-4-yl}acetamido]-3-methylthiomethyl-3-cephem-4-carboxylic acid). The yield is 117.7%. Reaction SMILES: C([O:14][C:15]([CH2:17][O:18][N:19]=[C:20]([C:52]1[N:53]=[C:54]([NH:57][C:58](=[O:63])[C:59]([F:62])([F:61])[F:60])[S:55][CH:56]=1)[C:21]([NH:23][CH:24]1[C:50](=[O:51])[N:26]2[C:27]([C:34]([O:36]C(C3C=CC=CC=3)C3C=CC=CC=3)=[O:35])=[C:28]([CH2:31][S:32][CH3:33])[CH2:29][S:30][C@H:25]12)=[O:22])=[O:16])(C1C=CC=CC=1)C1C=CC=CC=1.C1(OC)C=CC=CC=1.FC(F)(F)C(O)=O.C(OC(C)C)(C)C>C(Cl)Cl>[C:15]([CH2:17][O:18][N:19]=[C:20]([C:52]1[N:53]=[C:54]([NH:57][C:58](=[O:63])[C:59]([F:60])([F:62])[F:61])[S:55][CH:56]=1)[C:21]([NH:23][CH:24]1[C:50](=[O:51])[N:26]2[C:27]([C:34]([OH:36])=[O:35])=[C:28]([CH2:31][S:32][CH3:33])[CH2:29][S:30][C@H:25]12)=[O:22])([OH:16])=[O:14]. Procedure: To a solution of benzhydryl 7-[2-benzhydryloxycarbonylmethoxyimino-2-{2-(2,2,2-trifluoroacetamido)thiazol-4-yl}acetamido]-3-methylthiomethyl-3-cephem-4-carboxylate (syn isomer) (5.6 g) and anisole (5.6 ml) in methylene chloride (11.2 ml) was added trifluoroacetic acid (11.2 ml) at 10° C. The mixture was stirred for 1.5 hours at ambient temperature and then poured into a mixture of diisopropyl ether (400 ml) and petroleum ether (100 ml). The precipitates were collected by filtration and washed wi... Reported procedure: To a solution of (2R,5S,7R)—N-{(1R)-1-[3,5-bis(trifluoromethyl)phenyl]ethyl}-7-(4-fluoro-2-methylphenyl)-2-(hydroxymethyl)-N,2-dimethyl-1,8-diazaspiro[4.5]decane-8-carboxamide (Example 18, 80 mg, 0.136 mmol) in Dichloromethane (DCM) (2 ml), TEA (0.021 ml, 0.149 mmol) was added and the reaction mixture was stirred at 0° C. for 5 min. TMS-Cl (0.026 ml, 0.204 mmol) was added dropwise and mixture was stirred at the same temperature overnight. Water (2 ml) was added and two phases were separated. The... Yields the product FC(C=1C=C(C=C(C1)C(F)(F)F)[C@@H](C)N(C(=O)N1[C@H](C[C@]2(CC[C@@](N2)(CO[Si](C)(C)C)C)CC1)C1=C(C=C(C=C1)F)C)C)(F)F ((2R,5S,7R)—N-{(1R)-1-[3,5-bis(trifluoromethyl)phenyl]ethyl}-7-(4-fluoro-2-methylphenyl)-N,2-dimethyl-2-{[(trimethylsilyl)oxy]methyl}-1,8-diazaspiro[4.5]decane-8-carboxamide). RXN SMILES: [F:1][C:2]([F:41])([F:40])[C:3]1[CH:4]=[C:5]([C@H:13]([N:15]([CH3:39])[C:16]([N:18]2[CH2:30][CH2:29][C@:21]3([NH:25][C@:24]([CH2:27][OH:28])([CH3:26])[CH2:23][CH2:22]3)[CH2:20][C@@H:19]2[C:31]2[CH:36]=[CH:35][C:34]([F:37])=[CH:33][C:32]=2[CH3:38])=[O:17])[CH3:14])[CH:6]=[C:7]([C:9]([F:12])([F:11])[F:10])[CH:8]=1.[Si:42](Cl)([CH3:45])([CH3:44])[CH3:43].O>ClCCl>[F:41][C:2]([F:1])([F:40])[C:3]1[CH:4]=[C:5]([C@H:13]([N:15]([CH3:39])[C:16]([N:18]2[CH2:30][CH2:29][C@:21]3([NH:25][C@@:24]([CH3:26])([CH2:27][O:28][Si:42]([CH3:45])([CH3:44])[CH3:43])[CH2:23][CH2:22]3)[CH2:20][C@@H:19]2[C:31]2[CH:36]=[CH:35][C:34]([F:37])=[CH:33][C:32]=2[CH3:38])=[O:17])[CH3:14])[CH:6]=[C:7]([C:9]([F:12])([F:10])[F:11])[CH:8]=1. Conditions: temperature 0 celsius, time 5 minute. Reactants: FC(C=1C=C(C=C(C1)C(F)(F)F)[C@@H](C)N(C(=O)N1[C@H](C[C@]2(CC[C@](N2)(C)CO)CC1)C1=C(C=C(C=C1)F)C)C)(F)F ((2R,5S,7R)—N-{(1R)-1-[3,5-bis(trifluoromethyl)phenyl]ethyl}-7-(4-fluoro-2-methylphenyl)-2-(hydroxymethyl)-N,2-dimethyl-1,8-diazaspiro[4.5]decane-8-carboxamide), TEA, O (Water), [Si](C)(C)(C)Cl (TMS-Cl). Yield: 93.3%. Solvent: ClCCl (Dichloromethane). Starting materials: [OH-].[Li+] (lithium hydroxide), solution, ClC1=C2[C@H](C([C@@H](NC2=CC(=C1)Cl)OC)=C=O)NC(C)=O (trans-5,7-dichloro-2-methoxy-carbonyl-4-acetylamino-1,2,3,4-tetrahydroquinoline), CO (methanol), [OH-].[Li+] (lithium hydroxide), solution, Cl (hydrochloric acid). The product is C(=O)(O)[C@@H]1NC2=CC(=CC(=C2[C@H](C1)NC(C)=O)Cl)Cl (Trans-2-Carboxy-5,7-dichloro-4-acetylamino-1,2,3,4-tetrahydroquinoline). The solvent is O (water). RXN SMILES: [Cl:1][C:2]1[CH:11]=[C:10]([Cl:12])[CH:9]=[C:8]2[C:3]=1[C@@H:4]([NH:17][C:18](=[O:20])[CH3:19])[C:5](=C=O)[C@H:6](OC)[NH:7]2.[OH-:21].[Li+].Cl.[CH3:24][OH:25]>O>[C:24]([C@H:6]1[CH2:5][C@H:4]([NH:17][C:18](=[O:20])[CH3:19])[C:3]2[C:8](=[CH:9][C:10]([Cl:12])=[CH:11][C:2]=2[Cl:1])[NH:7]1)([OH:25])=[O:21] |f:1.2|. Reported procedure: To a suspension of trans-5,7-dichloro-2-methoxy-carbonyl-4-acetylamino-1,2,3,4-tetrahydroquinoline (0.12 g, 0.379 mmol) in methanol (5 ml) was added aqueous lithium hydroxide (0.42 ml of a 1.0M solution, 0.42 mmol) and the resulting mixture was stirred at room temperaure for 7 hours. To this mixture was added additional aqueous lithium hydroxide (0.20 ml of a 1.0M solution, 0.20 mmol) and the mixture was stirred for a further 16 hours. The solution was evaporated to dryness in vacuo and the resi... Conditions: time 7 hour.